From a dataset of the Open Reaction Database (ORD), a public repository of structured organic reaction records. describe an organic reaction: reactants, conditions, products, and yield Reactants: ClC=1C=C2C=C(NC2=C(C1)NC1CCOCC1)C=1SC[C@H](N1)CC(=O)O ({(R)-2-[5-chloro-7-(tetrahydro-pyran-4-ylamino)-1H-indol-2-yl]-4,5-dihydro-thiazol-4-yl}-acetic acid), N1CCOCC1 (morpholine). Product: ClC=1C=C2C=C(NC2=C(C1)NC1CCOCC1)C=1SC[C@H](N1)CC(=O)N1CCOCC1 (2-{(R)-2-[5-chloro-7-(tetrahydro-pyran-4-ylamino)-1H-indol-2-yl]-4,5-dihydro-thiazol-4-yl}-1-morpholin-4-yl-ethanone). Isolated yield 68.0%. Reaction SMILES: [Cl:1][C:2]1[CH:3]=[C:4]2[C:8](=[C:9]([NH:11][CH:12]3[CH2:17][CH2:16][O:15][CH2:14][CH2:13]3)[CH:10]=1)[NH:7][C:6]([C:18]1[S:19][CH2:20][C@@H:21]([CH2:23][C:24]([OH:26])=O)[N:22]=1)=[CH:5]2.[NH:27]1[CH2:32][CH2:31][O:30][CH2:29][CH2:28]1>>[Cl:1][C:2]1[CH:3]=[C:4]2[C:8](=[C:9]([NH:11][CH:12]3[CH2:17][CH2:16][O:15][CH2:14][CH2:13]3)[CH:10]=1)[NH:7][C:6]([C:18]1[S:19][CH2:20][C@@H:21]([CH2:23][C:24]([N:27]3[CH2:32][CH2:31][O:30][CH2:29][CH2:28]3)=[O:26])[N:22]=1)=[CH:5]2. Procedure: The compound (44 mg, 0.11 mmol) prepared in Example 31 and morpholine instead of methylamine were reacted according to the same procedure as Example 82 to give the title compound (35 mg, Yield 68%).